This data is from the Open Reaction Database (ORD), a public repository of structured organic reaction records. The task is: describe an organic reaction: reactants, conditions, products, and yield Starting materials: CCO, CCOC(=O)CN1C(=O)C(N=[N+]=[N-])CCCCc2ccccc21. Product: CCOC(=O)CN1C(=O)C(N)CCCCc2ccccc21. As a reaction SMILES: [CH3:24][CH2:25][OH:26].[N:1](=[N+:2]=[N-:3])[CH:4]1[C:5](=[O:23])[N:6]([CH2:17][C:18](=[O:19])[O:20][CH2:21][CH3:22])[c:7]2[c:8]([cH:13][cH:14][cH:15][cH:16]2)[CH2:9][CH2:10][CH2:11][CH2:12]1>>[NH2:1][CH:4]1[C:5](=[O:23])[N:6]([CH2:17][C:18](=[O:19])[O:20][CH2:21][CH3:22])[c:7]2[c:8]([cH:13][cH:14][cH:15][cH:16]2)[CH2:9][CH2:10][CH2:11][CH2:12]1. Reported procedure: Methyl 2-hydroxy-5-nitrobenzoate (11.82 g, 60 mmol), triphenylphosphine (17.29 g, 66 mmol) and iPrOH (3.96 g, 5 ml, 66 mmol) were taken up in THF (150 ml) and cooled in ice. Di-isopropyl-azodicarboxylate (8.31 g, 10 ml, 66 mmol) was added carefully, and the reaction was stirred at RT overnight. The volatiles were removed in vacuo and the residue treated with EtOAc (50 ml). The solids that didn't dissolve were removed by filtration, and the filtrate evaporated to dryness in vacuo. The residue was... Solvent: C1CCOC1 (THF). The yield is 48.2%. Reaction conditions: time 8 hour. Reactants: OC1=C(C(=O)OC)C=C(C=C1)[N+](=O)[O-] (Methyl 2-hydroxy-5-nitrobenzoate), C(C)(C)OC(=O)N=NC(=O)OC(C)C (Di-isopropyl-azodicarboxylate), C1(=CC=CC=C1)P(C1=CC=CC=C1)C1=CC=CC=C1 (triphenylphosphine), CC(C)O (iPrOH). Reaction SMILES: [OH:1][C:2]1[CH:11]=[CH:10][C:9]([N+:12]([O-:14])=[O:13])=[CH:8][C:3]=1[C:4]([O:6][CH3:7])=[O:5].[C:15]1(P(C2C=CC=CC=2)C2C=CC=CC=2)[CH:20]=CC=C[CH:16]=1.CC(O)C.C(OC(N=NC(OC(C)C)=O)=O)(C)C>C1COCC1>[CH:15]([O:1][C:2]1[CH:11]=[CH:10][C:9]([N+:12]([O-:14])=[O:13])=[CH:8][C:3]=1[C:4]([O:6][CH3:7])=[O:5])([CH3:20])[CH3:16]. Yields the product C(C)(C)OC1=C(C(=O)OC)C=C(C=C1)[N+](=O)[O-] (methyl 2-isopropoxy-5-nitrobenzoate).